This data is from the Open Reaction Database (ORD), a public repository of structured organic reaction records. The task is: describe an organic reaction: reactants, conditions, products, and yield Starting materials: C(C)(C)(C)OC(=O)N1CCN(CC1)C1=NC=C(C=C1)C (1-(tert-butyloxycarbonyl)-4-(5-methylpyridin-2-yl)piperazine), Cl (hydrogen chloride). Solvent: O1CCOCC1 (dioxane), O1CCOCC1 (dioxane). Conditions: time 2 hour. Yields the product CC=1C=CC(=NC1)N1CCNCC1 (1-(5-Methylpyridin-2-yl)piperazine). RXN SMILES: C(OC([N:8]1[CH2:13][CH2:12][N:11]([C:14]2[CH:19]=[CH:18][C:17]([CH3:20])=[CH:16][N:15]=2)[CH2:10][CH2:9]1)=O)(C)(C)C.Cl>O1CCOCC1>[CH3:20][C:17]1[CH:18]=[CH:19][C:14]([N:11]2[CH2:12][CH2:13][NH:8][CH2:9][CH2:10]2)=[N:15][CH:16]=1. Reported procedure: 3.47 g (12.5 mmol) of 1-(tert-butyloxycarbonyl)-4-(5-methylpyridin-2-yl)piperazine are dissolved in 10 ml of dioxane, and 31 ml (125 mmol) of hydrogen chloride in dioxane (4 molar) are added. The mixture is stirred at RT for 2 h. The mixture is then concentrated and the residue is rendered alkaline using a 1M aqueous sodium hydroxide solution and extracted several times with dichloromethane. The combined organic phases are dried over sodium sulfate, concentrated and dried in vacuo. Reactants: ClC1=CC=C(C=C1)C(N1CC(C1)=CS(=O)(=O)CC=1C=C(C(=O)O)C=CC1)C1=CC=C(C=C1)Cl (3-({1-[bis(4-chlorophenyl)methyl]azetidin-3-ylidene}methanesulfonylmethyl)benzoic acid), resin, C(C)C(CN)CC (2-ethylbutylamine). Product: ClC1=CC=C(C=C1)C(N1CC(C1)=CS(=O)(=O)CC=1C=C(C(=O)NCC(CC)CC)C=CC1)C1=CC=C(C=C1)Cl (3-({1-[bis(4-chlorophenyl)methyl]azetidin-3-ylidene}methanesulfonylmethyl)-N-(2-ethylbutyl)benzamide). Yield: 42.7%. Reaction SMILES: [Cl:1][C:2]1[CH:7]=[CH:6][C:5]([CH:8]([C:27]2[CH:32]=[CH:31][C:30]([Cl:33])=[CH:29][CH:28]=2)[N:9]2[CH2:12][C:11](=[CH:13][S:14]([CH2:17][C:18]3[CH:19]=[C:20]([CH:24]=[CH:25][CH:26]=3)[C:21]([OH:23])=O)(=[O:16])=[O:15])[CH2:10]2)=[CH:4][CH:3]=1.[CH2:34]([CH:36]([CH2:39][CH3:40])[CH2:37][NH2:38])[CH3:35]>>[Cl:33][C:30]1[CH:31]=[CH:32][C:27]([CH:8]([C:5]2[CH:4]=[CH:3][C:2]([Cl:1])=[CH:7][CH:6]=2)[N:9]2[CH2:10][C:11](=[CH:13][S:14]([CH2:17][C:18]3[CH:19]=[C:20]([CH:24]=[CH:25][CH:26]=3)[C:21]([NH:38][CH2:37][CH:36]([CH2:39][CH3:40])[CH2:34][CH3:35])=[O:23])(=[O:15])=[O:16])[CH2:12]2)=[CH:28][CH:29]=1. Procedure: The operation is carried out under the conditions described in Example 124 starting with 110 mg of activated 3-({1-[bis(4-chlorophenyl)methyl]azetidin-3-ylidene}methanesulfonylmethyl)benzoic acid on TFP resin (121 μM) and 19 mg of 2-ethylbutylamine. 47 mg of 3-({1-[bis(4-chlorophenyl)methyl]azetidin-3-ylidene}methanesulfonylmethyl)-N-(2-ethylbutyl)benzamide are thus obtained in the form of a pale yellow powder [1H NMR spectrum (400 MHz, (CD3)2SO-d6, δ in ppm): 0.86 (t, J=7 Hz, 6H), from 1.20 to ...